Dataset: the Open Reaction Database (ORD), a public repository of structured organic reaction records. Task: describe an organic reaction: reactants, conditions, products, and yield Reactants: COC1=C2CC(CN3C2=C(C=C1)N=C3)N(CCC)CCC (5,6-Dihydro-7-methoxy-N,N-dipropyl-4H-imidazo(4,5,1-ij)quinolin-5-amine). Solvent: Br (hydrobromic acid). The product is C(CC)N(C1CN2C=3C(=CC=C(C3C1)O)N=C2)CCC (5-(Dipropylamino)-5,6-dihydro-4H-imidazo-(4,5,1-ij)quinolin-7-ol). Reaction SMILES: C[O:2][C:3]1[CH:12]=[CH:11][C:10]2[N:13]=[CH:14][N:8]3[C:9]=2[C:4]=1[CH2:5][CH:6]([N:15]([CH2:19][CH2:20][CH3:21])[CH2:16][CH2:17][CH3:18])[CH2:7]3>Br>[CH2:19]([N:15]([CH2:16][CH2:17][CH3:18])[CH:6]1[CH2:5][C:4]2[C:3]([OH:2])=[CH:12][CH:11]=[C:10]3[N:13]=[CH:14][N:8]([C:9]=23)[CH2:7]1)[CH2:20][CH3:21]. Procedure: 5,6-Dihydro-7-methoxy-N,N-dipropyl-4H-imidazo(4,5,1-ij)quinolin-5-amine (1.0 g) was heated at 130° C. in 48% hydrobromic acid for 2 hours. The solution was cooled and was then evaporated under reduced pressure. The solid thus obtained was crystallized from methanol:ether; mp 270° C. The reactants are ClC1=C(C=C(C(=C1)Cl)OC)NC1=C2C(=NC=C1C#N)C(=CS2)C2=CC=C(C=C2)C=O (7-[(2,4-dichloro-5-methoxyphenyl)amino]-3-(4-formylphenyl)thieno[3,2-b]pyridine-6-carbonitrile), solution, CNC (dimethylamine), O1CCCC1 (tetrahydrofuran), C(C)(=O)O[BH-](OC(C)=O)OC(C)=O.[Na+] (Sodium triacetoxyborohydride). Reagents/catalysts: C(C)(=O)O (acetic acid). Solvent: CN(C=O)C (dimethylformamide), ClCCl (dichloromethane). Conditions: time 2.5 hour. Yields the product ClC1=C(C=C(C(=C1)Cl)OC)NC1=C2C(=NC=C1C#N)C(=CS2)C2=CC=C(C=C2)CN(C)C (7-[(2,4-dichloro-5-methoxyphenyl)amino]-3-{4-[(dimethylamino)methyl]phenyl}thieno[3,2-b]pyridine-6-carbonitrile). Yield: 69.0%. RXN SMILES: [Cl:1][C:2]1[CH:7]=[C:6]([Cl:8])[C:5]([O:9][CH3:10])=[CH:4][C:3]=1[NH:11][C:12]1[C:17]([C:18]#[N:19])=[CH:16][N:15]=[C:14]2[C:20]([C:23]3[CH:28]=[CH:27][C:26]([CH:29]=O)=[CH:25][CH:24]=3)=[CH:21][S:22][C:13]=12.[CH3:31][NH:32][CH3:33].O1CCCC1.C(O[BH-](OC(=O)C)OC(=O)C)(=O)C.[Na+]>ClCCl.C(O)(=O)C.CN(C)C=O>[Cl:1][C:2]1[CH:7]=[C:6]([Cl:8])[C:5]([O:9][CH3:10])=[CH:4][C:3]=1[NH:11][C:12]1[C:17]([C:18]#[N:19])=[CH:16][N:15]=[C:14]2[C:20]([C:23]3[CH:24]=[CH:25][C:26]([CH2:29][N:32]([CH3:33])[CH3:31])=[CH:27][CH:28]=3)=[CH:21][S:22][C:13]=12 |f:3.4|. Reported procedure: A mixture of 7-[(2,4-dichloro-5-methoxyphenyl)amino]-3-(4-formylphenyl)thieno[3,2-b]pyridine-6-carbonitrile (200 mg, 0.44 mmol) and 1.1 mL of a 2 M solution of dimethylamine in tetrahydrofuran (2.20 mmol) in 5 mL of dichloromethane and 1 mL of dimethylformamide is cooled to 0° C. Sodium triacetoxyborohydride (560 mg, 2.64 mmol) is added in portions followed by 3 drops of acetic acid. The resulting mixture is stirred at room temperature for 2.5 hours then quenched by the addition of water. The mi... Reactants: BrCCCCCCCCCCCCCCCCC(=O)O (17-bromoheptadecanoic acid), C1(C=2C(C(N1)=O)=CC=CC2)=O.[K] (potassium phthalimide), O (water), Cl (hydrochloric acid). Solvent: CN(C=O)C (N,N-dimethylformamide). Run at temperature 80 celsius. Product: C1(C=2C(C(N1CCCCCCCCCCCCCCCCC(=O)O)=O)=CC=CC2)=O (17-phthalimidoheptadecanoic acid). The yield is 142.5%. Reaction SMILES: Br[CH2:2][CH2:3][CH2:4][CH2:5][CH2:6][CH2:7][CH2:8][CH2:9][CH2:10][CH2:11][CH2:12][CH2:13][CH2:14][CH2:15][CH2:16][CH2:17][C:18]([OH:20])=[O:19].[C:21]1(=[O:31])[NH:25][C:24](=[O:26])[C:23]2=[CH:27][CH:28]=[CH:29][CH:30]=[C:22]12.[K].O.Cl>CN(C)C=O>[C:21]1(=[O:31])[N:25]([CH2:2][CH2:3][CH2:4][CH2:5][CH2:6][CH2:7][CH2:8][CH2:9][CH2:10][CH2:11][CH2:12][CH2:13][CH2:14][CH2:15][CH2:16][CH2:17][C:18]([OH:20])=[O:19])[C:24](=[O:26])[C:23]2=[CH:27][CH:28]=[CH:29][CH:30]=[C:22]12 |f:1.2,^1:31|. Procedure: 2 g of 17-bromoheptadecanoic acid are added to 2.14 g of potassium phthalimide in 40 cm3 of N,N-dimethylformamide and the mixture is heated for 6 hours at a temperature in the region of 80° C. The solution is cooled to about 20° C., it is poured into 100 cm3 of distilled water and 10 cm3 of 2N hydrochloric acid are added dropwise. The solid formed is separated by filtration. 5.13 g are obtained of a residue which is chromatographed on a column with a diameter of 4 cm containing 250 g of silica (... Starting materials: BrC1=C(C(=CC(=C1)C1=C2C=CC=CC2=C(C2=C1C1=C(S2)C=CC=C1)Br)OC)O (2-bromo-4-(6-bromo-benzo [b]naphtho [2,3-d]thiophen-11-yl)-6-methoxy-phenol), O[C@H](C(=O)OC)CC1=CC=CC=C1 ((S)-2-Hydroxy-3-phenylpropionic acid, methyl ester), BrBr (bromine). The product is BrC1=C(O[C@@H](C(=O)O)CC2=CC=CC=C2)C(=CC(=C1)C1=C2C=CC=CC2=C(C2=C1C1=C(S2)C=CC=C1)Br)OC ((R)-2-[2-Bromo-4-(6-bromo-benzo[b]naphtho[2,3-d]thiophen-11-yl)-6-methoxy-phenoxy]-3-phenyl-propionic acid). Reaction SMILES: [Br:1][C:2]1[CH:7]=[C:6]([C:8]2[C:17]3[C:18]4[CH:24]=[CH:23][CH:22]=[CH:21][C:19]=4[S:20][C:16]=3[C:15]([Br:25])=[C:14]3[C:9]=2[CH:10]=[CH:11][CH:12]=[CH:13]3)[CH:5]=[C:4]([O:26][CH3:27])[C:3]=1[OH:28].O[C@@H:30]([CH2:35][C:36]1[CH:41]=[CH:40][CH:39]=[CH:38][CH:37]=1)[C:31]([O:33]C)=[O:32].BrBr>>[Br:1][C:2]1[CH:7]=[C:6]([C:8]2[C:17]3[C:18]4[CH:24]=[CH:23][CH:22]=[CH:21][C:19]=4[S:20][C:16]=3[C:15]([Br:25])=[C:14]3[C:9]=2[CH:10]=[CH:11][CH:12]=[CH:13]3)[CH:5]=[C:4]([O:26][CH3:27])[C:3]=1[O:28][C@H:30]([CH2:35][C:36]1[CH:41]=[CH:40][CH:39]=[CH:38][CH:37]=1)[C:31]([OH:33])=[O:32]. Reported procedure: Prepared from 2-bromo-4-(6-bromo-benzo [b]naphtho [2,3-d]thiophen-11-yl)-6-methoxy-phenol (Example 193) and (S)-2-hydroxy-3-phenylpropionic acid, methyl ester (Example 96) according to the procedure in Example 113. White solid: mp >103° C. (dec.): NMR (CDCl3); δ8.36 (ddd, J=8, 1, 1 Hz, 1 H), 7.83 (ddd, J=8, 7, 1 Hz, 1 H), 7.67 (ddd, J=8, 7, 1 Hz, 1 H), 7.57-7.26 (m, 9 H), 7.18 (ddd, J=8, 7, 1 Hz, 1 H), 6.89 (ddd, J=8, 1, 1 Hz, 1H), 6.79 (ddd, J=8, 7, 1 Hz, 1H), 5.29 (t, 1H), 3.76, 3.74 (ds, 3 H)... The reactants are ice water, CON(C(=O)C12CCC(CC1)(CC2)C2=CC=CC=C2)C (N-methoxy-N-methyl-1-phenylbicyclo[2.2.2]octane-4-carboxamide), CON(C(=O)C12CCC(CC1)(CC2)C2=CC=CC=C2)C (N-methoxy-N-methyl-1-phenylbicyclo[2.2.2]octane-4-carboxamide), [H-].[Al+3].[Li+].[H-].[H-].[H-] (lithium aluminium hydride), O (Water), CCOC(=O)C (EtOAc). Solvent: C1CCOC1 (THF). Run at temperature 0 celsius, time 1 hour. Product: C1(=CC=CC=C1)C12CCC(CC1)(CC2)C=O (1-Phenylbicyclo[2.2.2]octane-4-carbaldehyde). RXN SMILES: CON(C)[C:4]([C:6]12[CH2:13][CH2:12][C:9]([C:14]3[CH:19]=[CH:18][CH:17]=[CH:16][CH:15]=3)([CH2:10][CH2:11]1)[CH2:8][CH2:7]2)=[O:5].[H-].[Al+3].[Li+].[H-].[H-].[H-].O.CCOC(C)=O>C1COCC1>[C:14]1([C:9]23[CH2:12][CH2:13][C:6]([CH:4]=[O:5])([CH2:11][CH2:10]2)[CH2:7][CH2:8]3)[CH:19]=[CH:18][CH:17]=[CH:16][CH:15]=1 |f:1.2.3.4.5.6|. Procedure: To an ice water cooled solution of N-methoxy-N-methyl-1-phenylbicyclo[2.2.2]octane-4-carboxamide (Intermediate 5; 8.49 g, 31.05 mmol) in anhydrous THF (100 mL) under nitrogen was added lithium aluminium hydride (1M solution in THF, 62 mL) dropwise and the reaction mixture was allowed to stir at 0° C. for 1 hr. Water (25 mL) was added cautiously followed by EtOAc (˜100 mL) and the mixture was filtered through a pad of celite washing with EtOAc (50 mL). The filtrate was washed with brine (150 mL),... Yields the product CCC(CC)c1cc(C)nn2c(-c3sc(C4CCOCC4)nc3C)c(C)nc12. Reactants: CCO, CCC(CC)c1cc(C)nn2c(-c3sc(C4=CCOCC4)nc3C)c(C)nc12. RXN SMILES: [CH3:29][CH2:30][OH:31].[O:1]1[CH2:2][CH2:3][C:4]([c:7]2[s:8][c:9](-[c:13]3[c:14]([CH3:28])[n:15][c:16]4[n:17]3[n:18][c:19]([CH3:27])[cH:20][c:21]4[CH:22]([CH2:23][CH3:24])[CH2:25][CH3:26])[c:10]([CH3:12])[n:11]2)=[CH:5][CH2:6]1>>[O:1]1[CH2:2][CH2:3][CH:4]([c:7]2[s:8][c:9](-[c:13]3[c:14]([CH3:28])[n:15][c:16]4[n:17]3[n:18][c:19]([CH3:27])[cH:20][c:21]4[CH:22]([CH2:23][CH3:24])[CH2:25][CH3:26])[c:10]([CH3:12])[n:11]2)[CH2:5][CH2:6]1. Starting materials: N (ammonia), C(=O)=O (carbon dioxide), C(N)([O-])=O.[NH4+] (ammonium carbamate), C(N)([O-])=O.[NH4+] (ammonium carbamate). Yields the product NC(=O)N (urea), C(N)([O-])=O.[NH4+] (ammonium carbamate). RXN SMILES: [C:1](=[O:4])([O-:3])[NH2:2].[NH4+:5].N.C(=O)=O>>[NH2:5][C:1]([NH2:2])=[O:4].[C:1](=[O:3])([O-:4])[NH2:2].[NH4+:2] |f:0.1,5.6|. Procedure details: In a process for the production of urea from ammonia and carbon dioxide by feeding ammonia and carbon dioxide into a reactor, reacting the ammonia and carbon dioxide so as to produce an effluent aqueous solution of urea contaminated with ammonium carbamate, stripping the ammonium carbamate from the said solution in the presence of a stripping agent selected from ammonia and carbon dioxide so as to produce an aqueous solution of urea substantially free from ammonium carbamate and a vapour phase o... Yields the product OC=1C=C(C2=CC(=CC=C2C1)OC)CONC(C)=O (O-[(3-Hydroxy-7-Methoxynaphth-1-yl)Methyl]-N-Acetyl Hydroxylamine). Reported procedure: The residue obtained in Example 56 is dissolved in 200 cm3 of methanol and treated with 250 cm3 of 0.05N NaOH for 1 hour at room temperature. The methanol is evaporated and the mixture is adjusted to pH 12 with 1N NaOH, extracted with CH2Cl2, dried over MgSO4, filtered and concentrated. After chromatography on silica, the title compound is obtained. The solvent is CO (methanol). As a reaction SMILES: C([O:4][C:5]1[CH:6]=[C:7]([CH2:17][O:18][NH:19][C:20](=[O:22])[CH3:21])[C:8]2[C:13]([CH:14]=1)=[CH:12][CH:11]=[C:10]([O:15][CH3:16])[CH:9]=2)(=O)C.[OH-].[Na+]>CO>[OH:4][C:5]1[CH:6]=[C:7]([CH2:17][O:18][NH:19][C:20](=[O:22])[CH3:21])[C:8]2[C:13]([CH:14]=1)=[CH:12][CH:11]=[C:10]([O:15][CH3:16])[CH:9]=2 |f:1.2|. The reactants are C(C)(=O)OC=1C=C(C2=CC(=CC=C2C1)OC)CONC(C)=O (O-[(3-Acetoxy-7-Methoxynaphth-1-yl)Methyl]-N-Acetyl Hydroxylamine), [OH-].[Na+] (NaOH). The reactants are CCOCc1nc2cnc3ccccc3c2n1CC1(NC(=O)OC(C)(C)C)CCOCC1, CCO, Cl, O=C1CCOCC1, O=C1CCCCC1. Product: CCOCc1nc2cnc3ccccc3c2n1CC1(N)CCOCC1. RXN SMILES: [CH2:1]([CH3:2])[O:3][CH2:4][c:5]1[n:6]([CH2:18][C:19]2([NH:25][C:26](=[O:27])[O:28][C:29]([CH3:30])([CH3:31])[CH3:32])[CH2:20][CH2:21][O:22][CH2:23][CH2:24]2)[c:7]2[c:8]([cH:9][n:10][c:11]3[cH:12][cH:13][cH:14][cH:15][c:16]23)[n:17]1.[CH3:48][CH2:49][OH:50].[ClH:47].[O:33]1[CH2:34][CH2:35][C:36](=[O:37])[CH2:38][CH2:39]1.[O:40]=[C:41]1[CH2:42][CH2:43][CH2:44][CH2:45][CH2:46]1>>[CH2:1]([CH3:2])[O:3][CH2:4][c:5]1[n:6]([CH2:18][C:19]2([NH2:25])[CH2:20][CH2:21][O:22][CH2:23][CH2:24]2)[c:7]2[c:8]([cH:9][n:10][c:11]3[cH:12][cH:13][cH:14][cH:15][c:16]23)[n:17]1. Reactants: C(=O)(C(F)(F)F)O (TFA), O=C1NC2=CC=C(C=C2C1)C1=NN=C(S1)CC[C@H](CC=1C=NC(=CC1)C(F)(F)F)NC(OC(C)(C)C)=O (tert-butyl (R)-4-(5-(2-oxoindolin-5-yl)-1,3,4-thiadiazol-2-yl)-1-(6-(trifluoromethyl)pyridin-3-yl)butan-2-ylcarbamate). Run in C(Cl)Cl (DCM). Conditions: time 2 hour. The product is FC(C(=O)O)(F)F.N[C@H](CCC1=NN=C(S1)C=1C=C2CC(NC2=CC1)=O)CC=1C=NC(=CC1)C(F)(F)F (5-(5-((R)-3-amino-4-(6-(trifluoromethyl)pyridin-3-yl)butyl)-1,3,4-thiadiazol-2-yl)indolin-2-one trifluoroacetate). Isolated yield 88.0%. Reaction SMILES: [C:1]([OH:7])([C:3]([F:6])([F:5])[F:4])=[O:2].[O:8]=[C:9]1[CH2:17][C:16]2[C:11](=[CH:12][CH:13]=[C:14]([C:18]3[S:22][C:21]([CH2:23][CH2:24][C@@H:25]([NH:37]C(=O)OC(C)(C)C)[CH2:26][C:27]4[CH:28]=[N:29][C:30]([C:33]([F:36])([F:35])[F:34])=[CH:31][CH:32]=4)=[N:20][N:19]=3)[CH:15]=2)[NH:10]1>C(Cl)Cl>[F:4][C:3]([F:6])([F:5])[C:1]([OH:7])=[O:2].[NH2:37][C@@H:25]([CH2:26][C:27]1[CH:28]=[N:29][C:30]([C:33]([F:34])([F:36])[F:35])=[CH:31][CH:32]=1)[CH2:24][CH2:23][C:21]1[S:22][C:18]([C:14]2[CH:15]=[C:16]3[C:11](=[CH:12][CH:13]=2)[NH:10][C:9](=[O:8])[CH2:17]3)=[N:19][N:20]=1 |f:3.4|. Procedure details: TFA (1 mL) was added to a solution of tert-butyl (R)-4-(5-(2-oxoindolin-5-yl)-1,3,4-thiadiazol-2-yl)-1-(6-(trifluoromethyl)pyridin-3-yl)butan-2-ylcarbamate (185 mg, 347 μmol) in DCM (2 mL), and the mixture was stirred at room temperature for 2 hours. The mixture was concentrated under reduced pressure, and the resulting yellow oil was purified by reversed phase HPLC (Shimadsu Valiant, Phenomenex Gemini C18 5 μm 100×30 mm, 10% to 70% H2O/MeCN, 0.1% TFA) to provide 5-(5-((R)-3-amino-4-(6-(trifluor...